This data is from the Open Reaction Database (ORD), a public repository of structured organic reaction records. The task is: describe an organic reaction: reactants, conditions, products, and yield Reactants: C1CCOC1, CCOC(C)=O, CCOC(=O)c1nnc(-c2ncc(Cl)cc2NS(=O)(=O)c2ccc(Cl)c(C(F)(F)F)c2)n1C(C)C, [NH4+], [OH-]. The product is CC(C)n1c(C(N)=O)nnc1-c1ncc(Cl)cc1NS(=O)(=O)c1ccc(Cl)c(C(F)(F)F)c1. RXN SMILES: [CH2:36]1[O:37][CH2:38][CH2:39][CH2:40]1.[CH3:43][CH2:44][O:45][C:46]([CH3:47])=[O:48].[Cl:1][c:2]1[c:3]([C:32]([F:33])([F:34])[F:35])[cH:4][c:5]([S:8](=[O:9])(=[O:10])[NH:11][c:12]2[c:13](-[c:19]3[n:20]([CH:29]([CH3:30])[CH3:31])[c:21]([C:24]([O:26][CH2:25][CH3:27])=[O:28])[n:22][n:23]3)[n:14][cH:15][c:16]([Cl:18])[cH:17]2)[cH:6][cH:7]1.[NH4+:42].[OH-:41]>>[Cl:1][c:2]1[c:3]([C:32]([F:33])([F:34])[F:35])[cH:4][c:5]([S:8](=[O:9])(=[O:10])[NH:11][c:12]2[c:13](-[c:19]3[n:20]([CH:29]([CH3:30])[CH3:31])[c:21]([C:24](=[O:26])[NH2:42])[n:22][n:23]3)[n:14][cH:15][c:16]([Cl:18])[cH:17]2)[cH:6][cH:7]1. Reactants: Cc1ccc(CC(=O)O)cc1, NCc1ccc2c(c1)OCO2. Reagents/catalysts: C1CCN(C1)[P+](N2CCCC2)(N3CCCC3)ON4C5=CC=CC=C5N=N4.F[P-](F)(F)(F)(F)F (PyBOP), CCN(C(C)C)C(C)C (DIPEA), C1=CC=C2C(=C1)N=NN2O (HOBt). Run in CN(C)C=O (DMF), CN(C)C=O (DMF), CN(C)C=O (DMF), CN(C)C=O (DMF), CN(C)C=O (DMF), CN(C)C=O (DMF). Run at temperature 25 celsius, time 2 hour. The product is Cc1ccc(CC(=O)NCc2ccc3c(c2)OCO3)cc1. Yield: 84.5%. As a reaction SMILES: NCc1ccc2c(c1)OCO2.Cc1ccc(CC(=O)O)cc1.C1CCN(C1)[P+](N2CCCC2)(N3CCCC3)ON4C5=CC=CC=C5N=N4.F[P-](F)(F)(F)(F)F.C1=CC=C2C(=C1)N=NN2O.CCN(C(C)C)C(C)C.CN(C)C=O>>Cc1ccc(CC(=O)NCc2ccc3c(c2)OCO3)cc1.